This data is from the Open Reaction Database (ORD), a public repository of structured organic reaction records. The task is: describe an organic reaction: reactants, conditions, products, and yield The product is Cc1ccc(S(=O)(=O)NC(=O)OCCc2ccc(Nc3cc(Cl)c(C(F)(F)F)cc3N)cc2)cc1. As a reaction SMILES: [CH3:1][c:2]1[cH:3][cH:4][c:5]([S:8](=[O:9])(=[O:10])[NH:11][C:12]([O:13][CH2:14][CH2:15][c:16]2[cH:17][cH:18][c:19]([NH:22][c:23]3[c:24]([N+:34]([O-:35])=[O:36])[cH:25][c:26]([C:30]([F:31])([F:32])[F:33])[c:27]([Cl:29])[cH:28]3)[cH:20][cH:21]2)=[O:37])[cH:6][cH:7]1.[CH3:38][OH:39]>>[CH3:1][c:2]1[cH:3][cH:4][c:5]([S:8](=[O:9])(=[O:10])[NH:11][C:12]([O:13][CH2:14][CH2:15][c:16]2[cH:17][cH:18][c:19]([NH:22][c:23]3[c:24]([NH2:34])[cH:25][c:26]([C:30]([F:31])([F:32])[F:33])[c:27]([Cl:29])[cH:28]3)[cH:20][cH:21]2)=[O:37])[cH:6][cH:7]1. Reactants: Cc1ccc(S(=O)(=O)NC(=O)OCCc2ccc(Nc3cc(Cl)c(C(F)(F)F)cc3[N+](=O)[O-])cc2)cc1, CO. Reactants: COC1C(CCCC1)=O (2-methoxycyclohexanone), ketone. The reagents and catalysts are [Pd] (palladium on charcoal). Product: COC1=C(C=CC=C1)O (o-methoxyphenol). Reaction SMILES: [CH3:1][O:2][CH:3]1[CH2:8][CH2:7][CH2:6][CH2:5][C:4]1=[O:9]>[Pd]>[CH3:1][O:2][C:3]1[CH:8]=[CH:7][CH:6]=[CH:5][C:4]=1[OH:9]. Reported procedure: A suspension of 800 mg. of 5% palladium on charcoal (half of which has beenused for a previous dehydrogenation) in 100 gm. of distilled 2-methoxycyclohexanone was stirred and refluxed under a pressure of 9 psi.After 5 hours approximately 75% of the ketone was converted. The reaction was stopped and the crude product separated by filtration. Distillation afforded a high yield of o-methoxyphenol with virtually no residue in the still pot. The catalyst can be reused with no additional fresh catalys... Reactants: CC(=O)O[BH-](OC(C)=O)OC(C)=O, C1CCNC1, C1CCOC1, Cl, [Na+], O, O=Cc1ccc(-c2ccc(C(=O)N3N=C(c4cccnc4)CC3c3ccccc3O)s2)cc1. Yields the product O=C(c1ccc(-c2ccc(CN3CCCC3)cc2)s1)N1N=C(c2cccnc2)CC1c1ccccc1O. Reaction SMILES: [C:39]([O:40][BH-:41]([O:42][C:43](=[O:44])[CH3:45])[O:46][C:47](=[O:48])[CH3:49])(=[O:50])[CH3:51].[CH2:34]1[CH2:35][CH2:36][NH:37][CH2:38]1.[CH2:53]1[O:54][CH2:55][CH2:56][CH2:57]1.[ClH:59].[Na+:52].[OH2:58].[OH:1][c:2]1[c:3]([CH:8]2[CH2:9][C:10]([c:28]3[cH:29][n:30][cH:31][cH:32][cH:33]3)=[N:11][N:12]2[C:13](=[O:14])[c:15]2[cH:16][cH:17][c:18](-[c:20]3[cH:21][cH:22][c:23]([CH:24]=[O:25])[cH:26][cH:27]3)[s:19]2)[cH:4][cH:5][cH:6][cH:7]1>>[OH:1][c:2]1[c:3]([CH:8]2[CH2:9][C:10]([c:28]3[cH:29][n:30][cH:31][cH:32][cH:33]3)=[N:11][N:12]2[C:13](=[O:14])[c:15]2[cH:16][cH:17][c:18](-[c:20]3[cH:21][cH:22][c:23]([CH2:24][N:37]4[CH2:36][CH2:35][CH2:34][CH2:38]4)[cH:26][cH:27]3)[s:19]2)[cH:4][cH:5][cH:6][cH:7]1. Reactants: C[O-].[Na+] (sodium methylate), COC(N(C)C)OC (N,N-dimethylformamide dimethyl acetal), OC=CC(=O)C1=CC=C(C=C1)Cl (4-chlorophenyl hydroxyvinyl ketone), C(C)(=O)O.C(=N)N (formamidine acetate). As a reaction SMILES: COC(OC)[N:4]([CH3:6])[CH3:5].O[CH:10]=[CH:11][C:12]([C:14]1[CH:19]=[CH:18][C:17]([Cl:20])=[CH:16][CH:15]=1)=[O:13].C(O)(=O)C.C(N)=[NH:26].C[O-].[Na+]>C1(C)C=CC=CC=1.C(O)C.O>[N:4]1[CH:5]=[C:11]([C:12]([C:14]2[CH:19]=[CH:18][C:17]([Cl:20])=[CH:16][CH:15]=2)=[O:13])[CH:10]=[N:26][CH:6]=1 |f:2.3,4.5|. Reported procedure: 7.7 g (0.065 mole) of N,N-dimethylformamide dimethyl acetal are added in portions to 10 g (0.055 mole) of 4-chlorophenyl hydroxyvinyl ketone (compare 1st stage) in 10 ml of toluene at 0° C. The reaction mixture is subsequently stirred for 15 minutes, and 5.7 g (0.055 mole) of formamidine acetate are then added. After further subsequent stirring for 15 minutes, a solution of 3 g (0.055 mole) of sodium methylate in 80 ml of ethanol is added dropwise and the mixture is subsequently stirred under re... The yield is 30.8%. Product: N1=CN=CC(=C1)C(=O)C1=CC=C(C=C1)Cl (4-chlorophenyl 5-pyrimidinyl ketone). Run at time 15 minute. The solvent is C(C)O (ethanol), O (water), C1(=CC=CC=C1)C (toluene). The reactants are C1CCOC1, CO, O=C[O-], CC(C(N)=O)c1ccc([N+](=O)[O-])cc1, [NH4+]. Product: CC(C(N)=O)c1ccc(N)cc1. Reaction SMILES: [CH2:19]1[O:20][CH2:21][CH2:22][CH2:23]1.[CH3:24][OH:25].[CH:15]([O-:16])=[O:17].[N+:1]([O-:2])(=[O:3])[c:4]1[cH:5][cH:6][c:7]([CH:10]([C:11](=[O:12])[NH2:13])[CH3:14])[cH:8][cH:9]1.[NH4+:18]>>[NH2:1][c:4]1[cH:5][cH:6][c:7]([CH:10]([C:11](=[O:12])[NH2:13])[CH3:14])[cH:8][cH:9]1. Starting materials: CO, CCC(=O)NCC=C1CCc2ccc(OC)cc21. Product: CCC(=O)NCCC1CCc2ccc(OC)cc21. RXN SMILES: [CH3:19][OH:20].[CH3:1][O:2][c:3]1[cH:4][cH:5][c:6]2[c:10]([cH:11]1)[C:9](=[CH:12][CH2:13][NH:14][C:15]([CH2:16][CH3:17])=[O:18])[CH2:8][CH2:7]2>>[CH3:1][O:2][c:3]1[cH:4][cH:5][c:6]2[c:10]([cH:11]1)[CH:9]([CH2:12][CH2:13][NH:14][C:15]([CH2:16][CH3:17])=[O:18])[CH2:8][CH2:7]2. Starting materials: O=C(NC(Cc1cc(Cl)cc(Cl)c1)C(=O)CBr)OCc1ccccc1, C1CCOC1, CCO. The product is O=C(NC(Cc1cc(Cl)cc(Cl)c1)C(O)CBr)OCc1ccccc1. Reaction SMILES: [Br:1][CH2:2][C:3]([CH:4]([CH2:5][c:6]1[cH:7][c:8]([Cl:13])[cH:9][c:10]([Cl:12])[cH:11]1)[NH:14][C:15]([O:16][CH2:17][c:18]1[cH:19][cH:20][cH:21][cH:22][cH:23]1)=[O:24])=[O:25].[CH2:26]1[O:27][CH2:28][CH2:29][CH2:30]1.[CH3:31][CH2:32][OH:33]>>[Br:1][CH2:2][CH:3]([CH:4]([CH2:5][c:6]1[cH:7][c:8]([Cl:13])[cH:9][c:10]([Cl:12])[cH:11]1)[NH:14][C:15]([O:16][CH2:17][c:18]1[cH:19][cH:20][cH:21][cH:22][cH:23]1)=[O:24])[OH:25]. Reactants: [Al+3].[Cl-].[Cl-].[Cl-] (AlCl3), ice water, ClCC1=CC=C(C(=O)Cl)C=C1 (4-(chloromethyl)benzoyl chloride), [Al+3].[Cl-].[Cl-].[Cl-] (AlCl3), CN(C(=O)N1C=CC2=CC=C(C=C12)C1=CC=C(C=C1)F)C (6-(4-fluorophenyl)indole-1-carboxylic acid dimethylamide). Solvent: C(Cl)Cl (CH2Cl2), C(Cl)Cl (CH2Cl2), C(Cl)Cl (CH2Cl2). Run at time 15 minute. The product is CN(C(=O)N1C=C(C2=CC=C(C=C12)C1=CC=C(C=C1)F)C(C1=CC=C(C=C1)CCl)=O)C (6-(4-fluorophenyl)-3-(4 -chloromethylbenzoyl)indole-1-carboxylic acid dimethylamide). Yield: 19.0%. RXN SMILES: [Cl:1][CH2:2][C:3]1[CH:11]=[CH:10][C:6]([C:7](Cl)=[O:8])=[CH:5][CH:4]=1.[Al+3].[Cl-].[Cl-].[Cl-].[CH3:16][N:17]([CH3:36])[C:18]([N:20]1[C:28]2[C:23](=[CH:24][CH:25]=[C:26]([C:29]3[CH:34]=[CH:33][C:32]([F:35])=[CH:31][CH:30]=3)[CH:27]=2)[CH:22]=[CH:21]1)=[O:19]>C(Cl)Cl>[CH3:16][N:17]([CH3:36])[C:18]([N:20]1[C:28]2[C:23](=[CH:24][CH:25]=[C:26]([C:29]3[CH:34]=[CH:33][C:32]([F:35])=[CH:31][CH:30]=3)[CH:27]=2)[C:22]([C:7](=[O:8])[C:6]2[CH:10]=[CH:11][C:3]([CH2:2][Cl:1])=[CH:4][CH:5]=2)=[CH:21]1)=[O:19] |f:1.2.3.4|. Reported procedure: To a solution of 4-(chloromethyl)benzoyl chloride (804 mg, 4.26 mmol) in CH2Cl2 (21 mL) was added AlCl3 (850 mg, 6.39 mmol) in a single portion, and the yellow solution was stirred for 15 min at ambient temperature. A solution of 6-(4-fluorophenyl)indole-1-carboxylic acid dimethylamide (1.00 g, 3.55 mmol), prepared as in step 1, in CH2Cl2 was added dropwise and the dark solution was stirred for 2 hours at ambient temperature. Additional AlCl3 (0.24 g, 1.78 mmol) was added and the reaction mixtur... Reactants: ClC1=NC=CC=C1C1=NC2=C(N1CC1CCCCC1)C=C(C(=C2)F)F (2-(2-chloro-pyridin-3-yl)-1-cyclohexylmethyl-5,6-difluoro-1H-benzoimidazole), COC1=CC=C(C=C1)CO ((4-methoxy-phenyl)-methanol), solid. Yields the product C1(CCCCC1)CN1C(=NC2=C1C=C(C(=C2)F)F)C=2C(=NC=CC2)OCC2=CC=C(C=C2)OC (1-Cyclohexylmethyl-5,6-difluoro-2-[2-(4-methoxy-benzyloxy)-pyridin-3-yl]-1H-benzoimidazole). As a reaction SMILES: Cl[C:2]1[C:7]([C:8]2[N:12]([CH2:13][CH:14]3[CH2:19][CH2:18][CH2:17][CH2:16][CH2:15]3)[C:11]3[CH:20]=[C:21]([F:25])[C:22]([F:24])=[CH:23][C:10]=3[N:9]=2)=[CH:6][CH:5]=[CH:4][N:3]=1.[CH3:26][O:27][C:28]1[CH:33]=[CH:32][C:31]([CH2:34][OH:35])=[CH:30][CH:29]=1>>[CH:14]1([CH2:13][N:12]2[C:11]3[CH:20]=[C:21]([F:25])[C:22]([F:24])=[CH:23][C:10]=3[N:9]=[C:8]2[C:7]2[C:2]([O:35][CH2:34][C:31]3[CH:32]=[CH:33][C:28]([O:27][CH3:26])=[CH:29][CH:30]=3)=[N:3][CH:4]=[CH:5][CH:6]=2)[CH2:19][CH2:18][CH2:17][CH2:16][CH2:15]1. Procedure details: The title compound was prepared in analogy to Example 4, intermediate, from 2-(2-chloro-pyridin-3-yl)-1-cyclohexylmethyl-5,6-difluoro-1H-benzoimidazole (Ex. 1, intermediate a) and (4-methoxy-phenyl)-methanol (CAS Reg. No. 105-13-5). Colorless solid (31%). MS (Turbo Spray): m/z=464.2 (M+H). Reactants: COC(=O)C(C)(C)C1CC(OCc2ccccc2)C1, CO. The product is COC(=O)C(C)(C)C1CC(O)C1. Reaction SMILES: [CH3:1][O:2][C:3]([C:4]([CH3:5])([CH3:6])[CH:7]1[CH2:8][CH:9]([O:11][CH2:12][c:13]2[cH:14][cH:15][cH:16][cH:17][cH:18]2)[CH2:10]1)=[O:19].[CH3:20][OH:21]>>[CH3:1][O:2][C:3]([C:4]([CH3:5])([CH3:6])[CH:7]1[CH2:8][CH:9]([OH:11])[CH2:10]1)=[O:19].